This data is from the Open Reaction Database (ORD), a public repository of structured organic reaction records. The task is: describe an organic reaction: reactants, conditions, products, and yield Reactants: C=C(CCCCCCC)C(=O)O, CCO, [H][H]. The product is CCCCCCCC(C)C(=O)O. As a reaction SMILES: [CH2:1]=[C:2]([C:3](=[O:4])[OH:5])[CH2:6][CH2:7][CH2:8][CH2:9][CH2:10][CH2:11][CH3:12].[CH3:15][CH2:16][OH:17].[H:13][H:14]>>[CH3:1][CH:2]([C:3](=[O:4])[OH:5])[CH2:6][CH2:7][CH2:8][CH2:9][CH2:10][CH2:11][CH3:12].